From a dataset of the Open Reaction Database (ORD), a public repository of structured organic reaction records. describe an organic reaction: reactants, conditions, products, and yield Reactants: C(C)(C)N(C(C)C)CC (N,N-diisopropylethylamine), CC(CN)C (2-methylpropan-1-amine), NC1=C(C=C(C(=O)N2CCN(CC2)CC2=CC=C(O2)C(=O)NC(C)(C)C)C=C1)F (5-((4-(4-Amino-3-fluorobenzoyl)piperazin-1-yl)methyl)-N-tert-butylfuran-2-carboxamide), C(C)(C)N(C(C)C)CC (N,N-diisopropylethylamine), ClC(Cl)(Cl)OC(OC(Cl)(Cl)Cl)=O (Bis(trichloromethyl)carbonate). The solvent is ClCCl (dichloromethane). Conditions: time 30 minute. Yields the product C(C)(C)(C)NC(=O)C=1OC(=CC1)CN1CCN(CC1)C(C1=CC(=C(C=C1)NC(=O)NCC(C)C)F)=O (N-tert-Butyl-5-((4-(3-fluoro-4-(3-isobutylureido)benzoyl)piperazin-1-yl)methyl)furan-2-carboxamide). Isolated yield 21.7%. As a reaction SMILES: [NH2:1][C:2]1[CH:28]=[CH:27][C:5]([C:6]([N:8]2[CH2:13][CH2:12][N:11]([CH2:14][C:15]3[O:19][C:18]([C:20]([NH:22][C:23]([CH3:26])([CH3:25])[CH3:24])=[O:21])=[CH:17][CH:16]=3)[CH2:10][CH2:9]2)=[O:7])=[CH:4][C:3]=1[F:29].C(N(CC)C(C)C)(C)C.ClC(O[C:44](=[O:50])OC(Cl)(Cl)Cl)(Cl)Cl.[CH3:51][CH:52]([CH3:55])[CH2:53][NH2:54]>ClCCl>[C:23]([NH:22][C:20]([C:18]1[O:19][C:15]([CH2:14][N:11]2[CH2:10][CH2:9][N:8]([C:6](=[O:7])[C:5]3[CH:27]=[CH:28][C:2]([NH:1][C:44]([NH:54][CH2:53][CH:52]([CH3:55])[CH3:51])=[O:50])=[C:3]([F:29])[CH:4]=3)[CH2:13][CH2:12]2)=[CH:16][CH:17]=1)=[O:21])([CH3:26])([CH3:24])[CH3:25]. Procedure: 5-((4-(4-Amino-3-fluorobenzoyl)piperazin-1-yl)methyl)-N-tert-butylfuran-2-carboxamide (Example 3; 0.05 g, 0.124 mmol) and N,N-diisopropylethylamine (0.028 mL) were dissolved in dichloromethane (5 mL). Bis(trichloromethyl)carbonate (0.014 g, 0.046 mmol) was added dropwise and the reaction was left to stir for 30 minutes. N,N-diisopropylethylamine (0.094 mL) was added to the reaction followed by 2-methylpropan-1-amine (0.018 g, 0.248 mmol, 0.025 mL) and the reaction was stirred for a further 2 hou...